describe an organic reaction: reactants, conditions, products, and yield From a dataset of the Open Reaction Database (ORD), a public repository of structured organic reaction records. Starting materials: COC(C(C(F)(F)F)(C)OCC(C)(O)C1=CC(=CC=C1)Br)=O (2-[2-(3-bromo-phenyl)-2-hydroxy-propoxy]-3,3,3-trifluoro-2-methyl-propionic acid methyl ester), C[Si](C)(C)N=[N+]=[N-] (trimethylsilyl azide), B(F)(F)F.CCOCC (BF3 Et2O). The solvent is C1(=CC=CC=C1)C (toluene). Run at temperature 40 celsius, time 2 day. Product: COC(C(C(F)(F)F)(C)OCC(C)(C1=CC(=CC=C1)Br)N=[N+]=[N-])=O (2-[2-Azido-2-(3-bromo-phenyl)-propoxy]-3,3,3-trifluoro-2-methyl-propionic acid methyl ester). RXN SMILES: [CH3:1][O:2][C:3](=[O:22])[C:4]([O:10][CH2:11][C:12]([C:15]1[CH:20]=[CH:19][CH:18]=[C:17]([Br:21])[CH:16]=1)(O)[CH3:13])([CH3:9])[C:5]([F:8])([F:7])[F:6].C[Si]([N:27]=[N+:28]=[N-:29])(C)C.B(F)(F)F.CCOCC>C1(C)C=CC=CC=1>[CH3:1][O:2][C:3](=[O:22])[C:4]([O:10][CH2:11][C:12]([N:27]=[N+:28]=[N-:29])([C:15]1[CH:20]=[CH:19][CH:18]=[C:17]([Br:21])[CH:16]=1)[CH3:13])([CH3:9])[C:5]([F:8])([F:7])[F:6] |f:2.3|. Procedure details: To a solution of 2-[2-(3-bromo-phenyl)-2-hydroxy-propoxy]-3,3,3-trifluoro-2-methyl-propionic acid methyl ester (5.1 g, 11.92 mmol) in toluene (50 ml) was added trimethylsilyl azide (3.95 ml, 29.8 mmol) and at 0° C. BF3-Et2O (4.53 ml, 35.8 mmol). The reaction mixture was stirred for 2 days at 25° C. and for another day at 40° C. The reaction was carefully quenched by slow addition of the reaction mixture to a cold aqueous NH4OH solution. The product was extracted with EtOAc and the combined organ... Starting materials: C1CCOC1, CC(=O)Cl, NC(=O)c1ccc(-c2ncccc2C(F)(F)F)cc1N, c1ccncc1. The product is CC(=O)Nc1cc(-c2ncccc2C(F)(F)F)ccc1C(N)=O. As a reaction SMILES: [CH2:31]1[O:32][CH2:33][CH2:34][CH2:35]1.[CH3:27][C:28]([Cl:29])=[O:30].[NH2:1][c:2]1[c:3]([C:4](=[O:5])[NH2:6])[cH:7][cH:8][c:9](-[c:11]2[n:12][cH:13][cH:14][cH:15][c:16]2[C:17]([F:18])([F:19])[F:20])[cH:10]1.[cH:21]1[cH:22][cH:23][n:24][cH:25][cH:26]1>>[NH:1]([c:2]1[c:3]([C:4](=[O:5])[NH2:6])[cH:7][cH:8][c:9](-[c:11]2[n:12][cH:13][cH:14][cH:15][c:16]2[C:17]([F:18])([F:19])[F:20])[cH:10]1)[C:28]([CH3:27])=[O:30]. Starting materials: C(#N)C(C(=O)N)=CC1=C(C=CC(=C1)F)[N+](=O)[O-] (α-cyano-β-(2-nitro-5-fluorophenyl)acrylamide), amide. The reagents and catalysts are [Fe] (Iron), [Fe] (iron). Run in C(C)(=O)O (acetic acid). Yields the product FC=1C=C2C=C(C(=NC2=CC1)N)C(=O)N (6-fluoro-2-Aminoquinoline-3-Carboxamide). RXN SMILES: [C:1]([C:3](=[CH:7][C:8]1[CH:13]=[C:12]([F:14])[CH:11]=[CH:10][C:9]=1[N+:15]([O-])=O)[C:4]([NH2:6])=[O:5])#[N:2]>C(O)(=O)C.[Fe]>[F:14][C:12]1[CH:13]=[C:8]2[C:9](=[CH:10][CH:11]=1)[N:15]=[C:1]([NH2:2])[C:3]([C:4]([NH2:6])=[O:5])=[CH:7]2. Reported procedure: Iron powder (8.52 g., 0.152 mole) is gradually added over a 40-minute period to a slurry of α-cyano-β-(2-nitro-5-fluorophenyl)acrylamide (7.97 g., 0.034 mole) in acetic acid (100 ml.) at 85° C. When addition of the iron powder is complete, the mixture is heated to 95°-100° C. for 1.5 hours and then filtered hot through diatomaceous earth. The filtrate is cooled in an ice bath and then filtered to give a tan crystalline solid. The solid is partitioned between ethyl acetate and water, the organic ... The reactants are C(C)C=1C=C(C=CC1)NC#N (m-ethylphenylcyanamide), Cl.C1(=CC=CC2=CC=CC=C12)N (1-naphthylamine hydrochloride). Run in ClC1=CC=CC=C1 (chlorobenzene). The product is C1(=CC=CC2=CC=CC=C12)NC(=N)NC1=CC(=CC=C1)CC (N-(1-naphthyl)-N'-(m-ethylphenyl)guanidine). Isolated yield 6.4%. As a reaction SMILES: [CH2:1]([C:3]1[CH:4]=[C:5]([NH:9][C:10]#[N:11])[CH:6]=[CH:7][CH:8]=1)[CH3:2].Cl.[C:13]1([NH2:23])[C:22]2[C:17](=[CH:18][CH:19]=[CH:20][CH:21]=2)[CH:16]=[CH:15][CH:14]=1>ClC1C=CC=CC=1>[C:13]1([NH:23][C:10]([NH:9][C:5]2[CH:6]=[CH:7][CH:8]=[C:3]([CH2:1][CH3:2])[CH:4]=2)=[NH:11])[C:22]2[C:17](=[CH:18][CH:19]=[CH:20][CH:21]=2)[CH:16]=[CH:15][CH:14]=1 |f:1.2|. Procedure details: A solution of m-ethylphenylcyanamide (730 mg, 2.99 mmol) and 1-naphthylamine hydrochloride (900 mg, 5.05 mmol) in chlorobenzene (20 ml) was heated at 140°-145° C. for 12 hours. It was allowed to cool to room temperature, concentrated and the residue was partitioned between dichloromethane and 10% NaOH solution. The organic layer was concentrated and the resulting residue was recrystallized from abs. EtOH-H2O to give N-(1-naphthyl)-N'-(m-ethylphenyl)guanidine (55 mg, 4%) as off-white needles, mp ... Starting materials: CCO, COc1cccc(CCl)c1, NN, O. Yields the product COc1cccc(CNN)c1. Reaction SMILES: [CH3:14][CH2:15][OH:16].[CH3:4][O:5][c:6]1[cH:7][c:8]([CH2:9][Cl:10])[cH:11][cH:12][cH:13]1.[NH2:2][NH2:3].[OH2:1]>>[NH:2]([NH2:3])[CH2:9][c:8]1[cH:7][c:6]([O:5][CH3:4])[cH:13][cH:12][cH:11]1. Starting materials: CCCc1c(OCc2cccc(Nc3cccc(C(=O)OC)c3)c2)ccc(C(C)=O)c1O, CC(C)O, Cl, [Li+], [OH-]. The product is CCCc1c(OCc2cccc(Nc3cccc(C(=O)O)c3)c2)ccc(C(C)=O)c1O. Reaction SMILES: [CH3:3][O:4][C:5]([c:6]1[cH:7][c:8]([NH:12][c:13]2[cH:14][c:15]([CH2:19][O:20][c:21]3[c:22]([CH2:31][CH2:32][CH3:33])[c:23]([OH:30])[c:24]([C:27]([CH3:28])=[O:29])[cH:25][cH:26]3)[cH:16][cH:17][cH:18]2)[cH:9][cH:10][cH:11]1)=[O:34].[CH:36]([OH:37])([CH3:38])[CH3:39].[ClH:35].[Li+:1].[OH-:2]>>[O:4]=[C:5]([c:6]1[cH:7][c:8]([NH:12][c:13]2[cH:14][c:15]([CH2:19][O:20][c:21]3[c:22]([CH2:31][CH2:32][CH3:33])[c:23]([OH:30])[c:24]([C:27]([CH3:28])=[O:29])[cH:25][cH:26]3)[cH:16][cH:17][cH:18]2)[cH:9][cH:10][cH:11]1)[OH:34].